Dataset: the Open Reaction Database (ORD), a public repository of structured organic reaction records. Task: describe an organic reaction: reactants, conditions, products, and yield Reactants: B, CC(C)(C)OC(=O)N1CCC(N)C(C(=O)N2CCCC(Cc3ccc(F)cc3)C2)C1, O=C([O-])O, Cl, [Na+], C1CCOC1. The product is CC(C)(C)OC(=O)N1CCC(N)C(CN2CCCC(Cc3ccc(F)cc3)C2)C1. Reaction SMILES: [BH3:37].[C:1]([CH3:2])([CH3:3])([CH3:4])[O:5][C:6](=[O:7])[N:8]1[CH2:9][CH:10]([C:15](=[O:16])[N:17]2[CH2:18][CH:19]([CH2:23][c:24]3[cH:25][cH:26][c:27]([F:30])[cH:28][cH:29]3)[CH2:20][CH2:21][CH2:22]2)[CH:11]([NH2:14])[CH2:12][CH2:13]1.[C:32](=[O:33])([OH:34])[O-:35].[ClH:31].[Na+:36].[O:38]1[CH2:39][CH2:40][CH2:41][CH2:42]1>>[C:1]([CH3:2])([CH3:3])([CH3:4])[O:5][C:6](=[O:7])[N:8]1[CH2:9][CH:10]([CH2:15][N:17]2[CH2:18][CH:19]([CH2:23][c:24]3[cH:25][cH:26][c:27]([F:30])[cH:28][cH:29]3)[CH2:20][CH2:21][CH2:22]2)[CH:11]([NH2:14])[CH2:12][CH2:13]1. Reactants: COc1cc2c(cc1[N+](=O)[O-])N(C(=O)CN(C)C)CC2, CO, Cl[Fe](Cl)Cl, NN, O. Yields the product COc1cc2c(cc1N)N(C(=O)CN(C)C)CC2. RXN SMILES: [CH3:1][N:2]([CH2:3][C:4](=[O:5])[N:6]1[CH2:7][CH2:8][c:9]2[cH:10][c:11]([O:18][CH3:19])[c:12]([N+:15]([O-:16])=[O:17])[cH:13][c:14]21)[CH3:20].[CH3:24][OH:25].[Cl:26][Fe:27]([Cl:28])[Cl:29].[NH2:22][NH2:23].[OH2:21]>>[CH3:1][N:2]([CH2:3][C:4](=[O:5])[N:6]1[CH2:7][CH2:8][c:9]2[cH:10][c:11]([O:18][CH3:19])[c:12]([NH2:15])[cH:13][c:14]21)[CH3:20]. The reactants are O1C=CC2=C1C=C(C=C2)O (1-benzofuran-6-ol), ClC=1C=C(C=CC1F)C(F)(F)F (3-Chloro-4-fluorobenzotrifluoride), C([O-])([O-])=O.[Cs+].[Cs+] (cesium carbonate). Run in CN(C)C=O (DMF), C(C)(=O)OCC (ethyl acetate). Reaction conditions: temperature 80 celsius. The product is ClC1=C(OC2=CC3=C(C=CO3)C=C2)C=CC(=C1)C(F)(F)F (6-[2-Chloro-4-(trifluoromethyl)phenoxy]-1-benzofuran). RXN SMILES: [O:1]1[C:5]2[CH:6]=[C:7]([OH:10])[CH:8]=[CH:9][C:4]=2[CH:3]=[CH:2]1.[Cl:11][C:12]1[CH:13]=[C:14]([C:19]([F:22])([F:21])[F:20])[CH:15]=[CH:16][C:17]=1F.C(=O)([O-])[O-].[Cs+].[Cs+]>CN(C=O)C.C(OCC)(=O)C>[Cl:11][C:12]1[CH:13]=[C:14]([C:19]([F:20])([F:21])[F:22])[CH:15]=[CH:16][C:17]=1[O:10][C:7]1[CH:8]=[CH:9][C:4]2[CH:3]=[CH:2][O:1][C:5]=2[CH:6]=1 |f:2.3.4|. Procedure details: To a stirred solution of 1-benzofuran-6-ol (418.5 mg, 3.1 mmol) in 6 ml of DMF was added 3-Chloro-4-fluorobenzotrifluoride (681.4 mg, 3.4 mmol) and cesium carbonate (1.5 g, 4.7 mmol). The reaction mixture was heated at 80° C. for 2 hours. After cooling to room temperature, it was diluted with ethyl acetate, washed with water (2×) and brine, dried over magnesium sulfate, filtered and concentrated. The crude product was purified on a silica gel column, eluting with ethyl acetate (0-30%) in hexane.... The reactants are Cl (HCl), ClC1=C(C=CC=C1)S(=O)(N)=NC (2-chloro-N'-methylbenzenesulfonimidamide), C1(=CC=CC=C1)OC(NC1=NC(=NC(=N1)OC)C)=O (phenyl(4-methoxy-6-methyl-1,3,5-triazin-2-yl)carbamate), N12CCCCCC2=NCCC1 (1,8-diazabicyclo[5.4.0]-undec-7-ene). Run in O (water), C(C)#N (acetonitrile). Conditions: time 45 minute. Yields the product ClC1=C(C=CC=C1)S(=O)(NC(=O)NC1=NC(=NC(=N1)OC)C)=NC (2-Chloro-N-[(4-methoxy-6-methyl-1,3,5-triazin-2-yl)aminocarbonyl]-N'-methylbenzenesulfonimidamide). The yield is 22.5%. Reaction SMILES: [Cl:1][C:2]1[CH:7]=[CH:6][CH:5]=[CH:4][C:3]=1[S:8](=[N:11][CH3:12])([NH2:10])=[O:9].C1(O[C:20](=[O:31])[NH:21][C:22]2[N:27]=[C:26]([O:28][CH3:29])[N:25]=[C:24]([CH3:30])[N:23]=2)C=CC=CC=1.N12CCCN=C1CCCCC2.Cl>C(#N)C.O>[Cl:1][C:2]1[CH:7]=[CH:6][CH:5]=[CH:4][C:3]=1[S:8](=[N:11][CH3:12])([NH:10][C:20]([NH:21][C:22]1[N:27]=[C:26]([O:28][CH3:29])[N:25]=[C:24]([CH3:30])[N:23]=1)=[O:31])=[O:9]. Procedure: To a solution of 196.8 mg (0.96 mmol) of 2-chloro-N'-methylbenzenesulfonimidamide and 250 mg (0.96 mmol) of phenyl(4-methoxy-6-methyl-1,3,5-triazin-2-yl)carbamate in 5 mL of dry acetonitrile was added 0.15 mL (1.0 mmol) of 1,8-diazabicyclo[5.4.0]-undec-7-ene. After 45 minutes at room temperature, 5 mL of water and 2.5 mL of 5% HCl were added. The aqueous layer was extracted with methylene chloride (3×10 mL). The organic layer was dried (Na2SO4), filtered and the solvent was removed with a rotary... The reactants are ClC1=C(C=C(C(=O)Cl)C=C1)Br (4-chloro-3-bromo-benzoyl chloride), [F-].[Na+] (sodium fluoride), [F-].[K+] (potassium fluoride). Solvent: C1CCCS1(=O)=O (tetramethylenesulphone), C1CCCS1(=O)=O (tetramethylenesulphone). Yields the product FC1=C(C=C(C(=O)F)C=C1)Br (4-fluoro-3-bromobenzoyl fluoride). The yield is 79.0%. As a reaction SMILES: Cl[C:2]1[CH:10]=[CH:9][C:5]([C:6](Cl)=[O:7])=[CH:4][C:3]=1[Br:11].[F-:12].[Na+].[F-:14].[K+]>C1S(=O)(=O)CCC1>[F:12][C:2]1[CH:10]=[CH:9][C:5]([C:6]([F:14])=[O:7])=[CH:4][C:3]=1[Br:11] |f:1.2,3.4|. Reported procedure: 1,270 g (5 moles) of 4-chloro-3-bromo-benzoyl chloride, 1,150 g of tetramethylenesulphone and 315 g (7.5 moles) of anhydrous sodium fluoride were warmed for 5 hours to 210° C., while stirring. Thereafter, 435 g (7.5 moles) of anhydrous potassium fluoride, suspended in 1,150 g of tetramethylenesulphone, were added to the reaction mixture, and the latter was stirred for a further 7 hours at 210° C. The subsequent distillation gave 873 g (79% of theory) of 4-fluoro-3-bromobenzoyl fluoride (a starti...